Dataset: the Open Reaction Database (ORD), a public repository of structured organic reaction records. Task: describe an organic reaction: reactants, conditions, products, and yield The reactants are FC1=CC=C(C=C1)C=1SC=C(N1)\C=C/C1=C(\C(=C/C(=O)OC)\OC)C=CC=C1 (methyl 2-{2-[2-(4-fluorophenyl)-4-thiazolyl]-(Z)-ethenyl}-(E)-β-methoxycinnamate), [H][H] (hydrogen), [H][H] (hydrogen). Reagents/catalysts: [Pd] (Pd/C). The solvent is CO (methanol). Product: FC1=CC=C(C=C1)C=1SC=C(N1)CCC1=C(\C(=C/C(=O)OC)\OC)C=CC=C1 (methyl (E)-2-{2-[2-(4-fluorophenyl)-4-thiazolyl]ethyl}-β-methoxycinnamate). Reaction SMILES: [F:1][C:2]1[CH:7]=[CH:6][C:5]([C:8]2[S:9][CH:10]=[C:11]([CH:13]=[CH:14][C:15]3[CH:28]=[CH:27][CH:26]=[CH:25][C:16]=3/[C:17](/[O:23][CH3:24])=[CH:18]\[C:19]([O:21][CH3:22])=[O:20])[N:12]=2)=[CH:4][CH:3]=1.[H][H]>CO.[Pd]>[F:1][C:2]1[CH:7]=[CH:6][C:5]([C:8]2[S:9][CH:10]=[C:11]([CH2:13][CH2:14][C:15]3[CH:28]=[CH:27][CH:26]=[CH:25][C:16]=3/[C:17](/[O:23][CH3:24])=[CH:18]\[C:19]([O:21][CH3:22])=[O:20])[N:12]=2)=[CH:4][CH:3]=1. Procedure: 3 g (7.6 mmol) of methyl 2-{2-[2-(4-fluorophenyl)-4-thiazolyl]-(Z)-ethenyl}-(E)-β-methoxycinnamate in 100 ml of methanol are hydrogenated in the presence of 0.2 g of Pd/C (10%) under a gage pressure of 0.05 bar of hydrogen and at 20°-25° C. until hydrogen uptake ceases (1 h). The mixture is then filtered and concentrated. Reported procedure: A mixture of Z-(1H-Pyrrol-2-ylmethylene)-1,3-dihydro-indol-2-one (120 mg, 0.57 mmol), paraformaldehyde (17 mg, 0.57 mmol), and 1-methylpiperazine (63 μL, 0.57 mmol) in 4.0 mL EtOH was heated at reflux for 6.5 h. After standing at room temperature for 23 h, the mixture was concentrated to 3 mL solvent and 1 mL of hexane added. The resulting solution was cooled to 0° C. and the yellow solid which formed was collected by filtration. The solid collected was partitioned between 30 mL dilute HCl and 2... RXN SMILES: [NH:1]1[CH:5]=[CH:4][CH:3]=[C:2]1/[CH:6]=[C:7]1\[C:8](=[O:16])[NH:9][C:10]2[C:15]\1=[CH:14][CH:13]=[CH:12][CH:11]=2.[CH2:17]=O.[CH3:19][N:20]1[CH2:25][CH2:24][NH:23][CH2:22][CH2:21]1>CCO>[CH3:19][N:20]1[CH2:25][CH2:24][N:23]([CH2:17][N:9]2[C:10]3[C:15](=[CH:14][CH:13]=[CH:12][CH:11]=3)[C:7](=[CH:6][C:2]3[NH:1][CH:5]=[CH:4][CH:3]=3)[C:8]2=[O:16])[CH2:22][CH2:21]1. Solvent: CCO (EtOH). Isolated yield 20.7%. Reaction conditions: temperature 0 celsius, time 23 hour. Yields the product CN1CCN(CC1)CN1C(C(C2=CC=CC=C12)=CC=1NC=CC1)=O (1-(4-Methyl-piperazin-1-ylmethyl)-3-(1H-pyrrol-2-ylmethylene)-1,3-dihydro-indol-2-one). Starting materials: N1C(=CC=C1)\C=C\1/C(NC2=CC=CC=C12)=O (Z-(1H-Pyrrol-2-ylmethylene)-1,3-dihydro-indol-2-one), C=O (paraformaldehyde), CN1CCNCC1 (1-methylpiperazine). The reactants are NC(=O)N (urea), NC(=O)NC(=O)N (biuret). Product: ammonium salt, N1C(=O)NC(=O)NC1=O (cyanuric acid). Reaction SMILES: [NH2:1][C:2]([NH2:4])=[O:3].N[C:6]([NH:8][C:9](N)=[O:10])=[O:7]>>[NH:1]1[C:9](=[O:10])[NH:8][C:6](=[O:7])[NH:4][C:2]1=[O:3]. Reported procedure: As set forth above the process of the invention is directed to heating urea and/or biuret dissolved in the reaction medium containing a dissolved acid or a corresponding anhydride or ammonium salt to produce cyanuric acid, vapor being discharged during the reaction. Reactants: [I-].C[N+]1=NN(C=C1C1=CC=CC=C1)C1=CC=NC=C1 (3-methyl-4-phenyl-1-(pyridin-4-yl)-1H-1,2,3-triazol-3-ium iodide), FC(S(=O)(=O)[N-]S(=O)(=O)C(F)(F)F)(F)F.[Li+] (lithium bis((trifluoromethyl)sulfonyl)amide). Run in C(C)#N (acetonitrile). Conditions: time 8 hour. Yields the product FC(S(=O)(=O)[N-]S(=O)(=O)C(F)(F)F)(F)F.C[N+]1=NN(C=C1C1=CC=CC=C1)C1=CC=NC=C1 (3-methyl-4-phenyl-1-(pyridin-4-yl)-1H-1,2,3-triazol-3-ium bis((trifluoromethyl)sulfonyl)amide). Reaction SMILES: [I-].[CH3:2][N+:3]1[C:7]([C:8]2[CH:13]=[CH:12][CH:11]=[CH:10][CH:9]=2)=[CH:6][N:5]([C:14]2[CH:19]=[CH:18][N:17]=[CH:16][CH:15]=2)[N:4]=1.[F:20][C:21]([F:34])([F:33])[S:22]([N-:25][S:26]([C:29]([F:32])([F:31])[F:30])(=[O:28])=[O:27])(=[O:24])=[O:23].[Li+]>C(#N)C>[F:32][C:29]([F:30])([F:31])[S:26]([N-:25][S:22]([C:21]([F:20])([F:33])[F:34])(=[O:23])=[O:24])(=[O:27])=[O:28].[CH3:2][N+:3]1[C:7]([C:8]2[CH:9]=[CH:10][CH:11]=[CH:12][CH:13]=2)=[CH:6][N:5]([C:14]2[CH:15]=[CH:16][N:17]=[CH:18][CH:19]=2)[N:4]=1 |f:0.1,2.3,5.6|. Procedure: 3-methyl-4-phenyl-1-(pyridin-4-yl)-1H-1,2,3-triazol-3-ium iodide and lithium bis((trifluoromethyl)sulfonyl)amide were mixed in acetonitrile and stirred overnight. The acetonitrile was removed under vacuum and water and DCM added. The organic layer was washed three times with water and brine and dried in vacuum at 110° C. for 48 hours, yielding 3-methyl-4-phenyl-1-(pyridin-4-yl)-1H-1,2,3-triazol-3-ium bis((trifluoromethyl)sulfonyl)amide. The following structure was confirmed: The reactants are CCCN, COC(=O)c1ccc(CN(Cc2cn(C[Si](C)(C)C)nn2)S(=O)(=O)c2ccc([N+](=O)[O-])cc2[N+](=O)[O-])cc1. Product: COC(=O)c1ccc(CNCc2cn(C[Si](C)(C)C)nn2)cc1. Reaction SMILES: [CH3:39][CH2:40][CH2:41][NH2:42].[N+:1]([c:2]1[cH:3][c:4]([N+:5]([O-:6])=[O:7])[cH:8][cH:9][c:10]1[S:11](=[O:12])(=[O:13])[N:16]([CH2:17][c:18]1[n:19][n:20][n:21]([CH2:23][Si:24]([CH3:25])([CH3:26])[CH3:27])[cH:22]1)[CH2:28][c:29]1[cH:30][cH:31][c:32]([C:33](=[O:34])[O:35][CH3:36])[cH:37][cH:38]1)([O-:14])=[O:15]>>[NH:16]([CH2:17][c:18]1[n:19][n:20][n:21]([CH2:23][Si:24]([CH3:25])([CH3:26])[CH3:27])[cH:22]1)[CH2:28][c:29]1[cH:30][cH:31][c:32]([C:33](=[O:34])[O:35][CH3:36])[cH:37][cH:38]1.